Dataset: the Open Reaction Database (ORD), a public repository of structured organic reaction records. Task: describe an organic reaction: reactants, conditions, products, and yield The reactants are P(OCC)(OCC)Cl (diethyl chlorophosphite), BrC1=C(C=CC=C1)P(C1=CC=CC2=CC=CC=C12)C1=CC=CC2=CC=CC=C12 ((2-bromophenyl)[di(1-naphthyl)]phosphine). The solvent is O1CCCC1 (THF), O1CCCC1 (THF), O1CCCC1 (tetrahydrofuran). Reaction conditions: temperature -78 celsius, time 1 hour. Product: C1(=CC=CC2=CC=CC=C12)P(C1=C(C=CC=C1)P(OCC)OCC)C1=CC=CC2=CC=CC=C12 (diethyl 2-[di(1-naphthyl)phosphino]phenylphosphonite). Yield: 81.0%. Reaction SMILES: Br[C:2]1[CH:7]=[CH:6][CH:5]=[CH:4][C:3]=1[P:8]([C:19]1[C:28]2[C:23](=[CH:24][CH:25]=[CH:26][CH:27]=2)[CH:22]=[CH:21][CH:20]=1)[C:9]1[C:18]2[C:13](=[CH:14][CH:15]=[CH:16][CH:17]=2)[CH:12]=[CH:11][CH:10]=1.[P:29](Cl)([O:33][CH2:34][CH3:35])[O:30][CH2:31][CH3:32]>O1CCCC1>[C:9]1([P:8]([C:19]2[C:28]3[C:23](=[CH:24][CH:25]=[CH:26][CH:27]=3)[CH:22]=[CH:21][CH:20]=2)[C:3]2[CH:4]=[CH:5][CH:6]=[CH:7][C:2]=2[P:29]([O:33][CH2:34][CH3:35])[O:30][CH2:31][CH3:32])[C:18]2[C:13](=[CH:14][CH:15]=[CH:16][CH:17]=2)[CH:12]=[CH:11][CH:10]=1. Procedure details: Into a four-neck flask was weighed 10.00 g (22.7 mmol) of (2-bromophenyl)[di(1-naphthyl)]phosphine (6). The atmosphere of the reaction vessel fitted with a thermometer, a condenser tube, and a dropping funnel with a pressure-equalizing tube was completely replaced with nitrogen, and 100 mL of anhydrous tetrahydrofuran (hereinafter referred to as THF) was added thereto. Thereto was added dropwise 14.8 mL (23.8 mmol) of n-butyllithium-hexane (1.6 M) solution at −78° C. over a period of 30 minutes,... Starting materials: BrC=1C=C2C(=NNC(C2=CC1)=O)Cl (6-bromo-4-chloro-2H-phthalazin-1-one), N1(C=CC=C1)C=1C=C(CN)C=CC1 (3-(1H-pyrol-1-yl)benzylamine), C=1C=CC(=CC1)P(C=2C=CC=CC2)C3=CC=C4C=CC=CC4=C3C5=C6C=CC=CC6=CC=C5P(C=7C=CC=CC7)C=8C=CC=CC8 (rac-BINAP), CC(C)(C)[O-].[Na+] (NaOtBu). The reagents and catalysts are C=1C=CC(=CC1)/C=C/C(=O)/C=C/C2=CC=CC=C2.C=1C=CC(=CC1)/C=C/C(=O)/C=C/C2=CC=CC=C2.C=1C=CC(=CC1)/C=C/C(=O)/C=C/C2=CC=CC=C2.[Pd].[Pd] (Pd2(dba)3). Run in CC(=O)N(C)C (DMA), CCOC(=O)C (EtOAc). Yields the product ClC1=NNC(C2=CC=C(C=C12)NCC1=CC(=CC=C1)N1C=CC=C1)=O (4-chloro-6-(3-pyrrol-1-yl-benzylamino)-2H-phthalazin-1-one). The yield is 23.1%. As a reaction SMILES: Br[C:2]1[CH:3]=[C:4]2[C:9](=[CH:10][CH:11]=1)[C:8](=[O:12])[NH:7][N:6]=[C:5]2[Cl:13].[N:14]1([C:19]2[CH:20]=[C:21]([CH:24]=[CH:25][CH:26]=2)[CH2:22][NH2:23])[CH:18]=[CH:17][CH:16]=[CH:15]1.C1C=CC(P(C2C(C3C(P(C4C=CC=CC=4)C4C=CC=CC=4)=CC=C4C=3C=CC=C4)=C3C(C=CC=C3)=CC=2)C2C=CC=CC=2)=CC=1.CC([O-])(C)C.[Na+]>CC(N(C)C)=O.CCOC(C)=O.C1C=CC(/C=C/C(/C=C/C2C=CC=CC=2)=O)=CC=1.C1C=CC(/C=C/C(/C=C/C2C=CC=CC=2)=O)=CC=1.C1C=CC(/C=C/C(/C=C/C2C=CC=CC=2)=O)=CC=1.[Pd].[Pd]>[Cl:13][C:5]1[C:4]2[C:9](=[CH:10][CH:11]=[C:2]([NH:23][CH2:22][C:21]3[CH:24]=[CH:25][CH:26]=[C:19]([N:14]4[CH:18]=[CH:17][CH:16]=[CH:15]4)[CH:20]=3)[CH:3]=2)[C:8](=[O:12])[NH:7][N:6]=1 |f:3.4,7.8.9.10.11|. Procedure: A mixture 6-bromo-4-chloro-2H-phthalazin-1-one (160 mg, 0.617 mmol), 3-(1H-pyrol-1-yl)benzylamine (100 mg, 0.581 mmol), Pd2(dba)3 (58 mg, 0.063 mmol), rac-BINAP (116 mg, 0.186 mmol) and NaOtBu (160 mg, 1.665 mmol) in DMA (5 mL) was heated at 85° C. for 1.5 h. The mixture was allowed to cool, diluted with EtOAc and washed with water. The organic layer was washed with sat.aq. NaHCO3, brine and dried (Na2SO4). Chromatography on silica (EtOAc/hexanes) afforded 4-chloro-6-(3-pyrrol-1-yl-benzylamino)-... Reactants: CC1(C)CO1 (isobutylene oxide), [Cl-].[NH4+] (ammonium chloride), [Cl-].[NH4+] (ammonium chloride), C1(=CC=CC=C1)C (toluene). The reagents and catalysts are [Cu]I (copper(I) iodide). Run at temperature -10 celsius, time 2 hour. Product: CC(C)(CCC1=CC=CC=C1)O (2-methyl-4-phenylbutan-2-ol). The yield is 74.0%. RXN SMILES: [CH3:1][C:2]1([O:5][CH2:4]1)[CH3:3].[Cl-].[NH4+].[C:8]1([CH3:14])[CH:13]=[CH:12][CH:11]=[CH:10][CH:9]=1>[Cu]I>[CH3:1][C:2]([OH:5])([CH2:4][CH2:14][C:8]1[CH:13]=[CH:12][CH:11]=[CH:10][CH:9]=1)[CH3:3] |f:1.2|. Procedure details: 13.92 g of copper(I) iodide were added to the supernatant obtained according to example 1, and the flask was cooled to −10° C. Then, 52.70 g of isobutylene oxide were added gradually over a period of 1 hour using a dropping funnel, and the temperature was maintained between −10° C. and −6° C. A mild exotherm was observed during this latter process. After stirring the mixture for a further 2 hours at 0° C., a sample was taken for analysis by gas chromatography. This sample was worked up with ammo... Starting materials: BrC=1C=C(C=CC1)C1=NC(=CC(=N1)C1=CC(=C(C=C1)Cl)C)C (2-(3-bromo-phenyl)-4-(4-chloro-3-methyl-phenyl)-6-methyl-pyrimidine), C(C)(C)(C)NS(=O)(=O)C=1C=C(C=CC1)B(O)O (3-(tert.-butylsulfamoyl)-phenylboronic acid). Yields the product C(C)(C)(C)NS(=O)(=O)C=1C=C(C=CC1)C1=CC(=CC=C1)C1=NC(=CC(=N1)C1=CC(=C(C=C1)Cl)C)C (3′-[4-(4-Chloro-3-methyl-phenyl)-6-methyl-pyrimidin-2-yl]-biphenyl-3-sulfonic acid tert-butylamide), foam. RXN SMILES: Br[C:2]1[CH:3]=[C:4]([C:8]2[N:13]=[C:12]([C:14]3[CH:19]=[CH:18][C:17]([Cl:20])=[C:16]([CH3:21])[CH:15]=3)[CH:11]=[C:10]([CH3:22])[N:9]=2)[CH:5]=[CH:6][CH:7]=1.[C:23]([NH:27][S:28]([C:31]1[CH:32]=[C:33](B(O)O)[CH:34]=[CH:35][CH:36]=1)(=[O:30])=[O:29])([CH3:26])([CH3:25])[CH3:24]>>[C:23]([NH:27][S:28]([C:31]1[CH:36]=[C:35]([C:2]2[CH:7]=[CH:6][CH:5]=[C:4]([C:8]3[N:13]=[C:12]([C:14]4[CH:19]=[CH:18][C:17]([Cl:20])=[C:16]([CH3:21])[CH:15]=4)[CH:11]=[C:10]([CH3:22])[N:9]=3)[CH:3]=2)[CH:34]=[CH:33][CH:32]=1)(=[O:30])=[O:29])([CH3:26])([CH3:24])[CH3:25]. Procedure: 3′-[4-(4-Chloro-3-methyl-phenyl)-6-methyl-pyrimidin-2-yl]-biphenyl-3-sulfonic acid tert-butylamide was prepared from 2-(3-bromo-phenyl)-4-(4-chloro-3-methyl-phenyl)-6-methyl-pyrimidine (example E.77) (0.37 g, 1.0 mmol) and commercially available 3-(tert.-butylsulfamoyl)-phenylboronic acid (0.31 g, 1.2 mmol) according to the general procedure VI. Obtained as white foam (0.45 g), which was subsequently deprotected. The reactants are [Cl-].C[N+](CC)(CC1(NC(OC1)=O)C)C (N,N-dimethyl-N-((4-methyl-2-oxooxazolidin-4-yl)methyl)ethanaminium chloride), C(C)(C)(C)OCl (tert-butylhypochlorite). The solvent is CO (MeOH). Run at time 2 hour. Yields the product [Cl-].ClN1C(OCC1(C)C[N+](CC)(C)C)=O (N-((3-Chloro-4-methyl-2-oxooxazolidin-4-yl)methyl)-N,N-dimethylethanaminium chloride). Yield: 38.3%. As a reaction SMILES: [Cl-:1].[CH3:2][N+:3]([CH3:14])([CH2:6][C:7]1([CH3:13])[CH2:11][O:10][C:9](=[O:12])[NH:8]1)[CH2:4][CH3:5].C(O[Cl:20])(C)(C)C>CO>[Cl-:20].[Cl:1][N:8]1[C:7]([CH2:6][N+:3]([CH3:2])([CH3:14])[CH2:4][CH3:5])([CH3:13])[CH2:11][O:10][C:9]1=[O:12] |f:0.1,4.5|. Reported procedure: To a solution of N,N-dimethyl-N-((4-methyl-2-oxooxazolidin-4-yl)methyl)ethanaminium chloride (6.76 mmol) in MeOH (10 ml) was added, dropwise, tert-butylhypochlorite (1.6 ml, 10 mmol). The solution was stirred for 2 h, evaporated, and purified by preparative HPLC (H2O/MeOH) to afford the title compound as a white foam (667 mg, 2.59 mmol, 38% over two steps). 1H NMR (D2O, 400 MHz) δ 1.44 (t, J=7.2 Hz, 3H), 1.65 (s, 3H), 3.22 (s, 3H), 3.25 (s, 3H), 3.57 (q, J=7.2 Hz, 2H), 3.76-3.80 (m, 2H), 4.61 (d... Starting materials: C[Si](C)(C)[N-][Si](C)(C)C.[Li+] (lithium bis(trimethylsilyl)amide), C1OC=2C=C(C=CC2O1)CC(=O)NS(=O)(=O)C1=CC=C(C=C1)C(C)C (N-(3,4-methylenedioxyphenylacetyl)-4-(i-propyl)benzenesulfonamide), C(C1=CC=CC=C1)Br (benzyl bromide). Run in C1CCOC1 (THF). Conditions: temperature -78 celsius. Product: C1OC=2C=C(C=CC2O1)C(C(=O)NS(=O)(=O)C1=CC=C(C=C1)C(C)C)CC1=CC=CC=C1 (N-[2-(3,4-methylenedioxyphenyl)-3-phenylpropanoyl]-4-(i-propyl)benzenesulfonamide). Isolated yield 64.3%. As a reaction SMILES: [CH2:1]1[O:9][C:8]2[CH:7]=[CH:6][C:5]([CH2:10][C:11]([NH:13][S:14]([C:17]3[CH:22]=[CH:21][C:20]([CH:23]([CH3:25])[CH3:24])=[CH:19][CH:18]=3)(=[O:16])=[O:15])=[O:12])=[CH:4][C:3]=2[O:2]1.C[Si]([N-][Si](C)(C)C)(C)C.[Li+].[CH2:36](Br)[C:37]1[CH:42]=[CH:41][CH:40]=[CH:39][CH:38]=1>C1COCC1>[CH2:1]1[O:9][C:8]2[CH:7]=[CH:6][C:5]([CH:10]([CH2:36][C:37]3[CH:42]=[CH:41][CH:40]=[CH:39][CH:38]=3)[C:11]([NH:13][S:14]([C:17]3[CH:22]=[CH:21][C:20]([CH:23]([CH3:25])[CH3:24])=[CH:19][CH:18]=3)(=[O:16])=[O:15])=[O:12])=[CH:4][C:3]=2[O:2]1 |f:1.2|. Procedure: A solution of 0.228 g (0.63 mmol) of the product of Example 1 was dissolved in 0.5 mL of anhydrous THF in an oven dried 25 mL round bottom flask and was magnetically stirred at -78° C. under a nitrogen atmosphere. A solution of lithium bis(trimethylsilyl)amide (1.89 mL; 1.0M; 1.89 mmol) was slowly added and the resulting yellow solution was stirred at -78° C. for 1 hour. At this point 150 μL (1.26 mmol) of benzyl bromide was added via syringe, the dry ice-acetone bath was removed, the reaction m...